This data is from the Open Reaction Database (ORD), a public repository of structured organic reaction records. The task is: describe an organic reaction: reactants, conditions, products, and yield The reactants are ClS(=O)(=O)O (chlorosulphonic acid), C(CCC)(=O)NCCC=1SC=CC1 (2-(2-butyramido-ethyl)-thiophene). Product: C(CCC)(=O)NCCC1=CC=C(S1)S(=O)(=O)Cl (5-(2-butyramido-ethyl)-2-thiophenesulphonyl chloride). RXN SMILES: [Cl:1][S:2]([OH:5])(=O)=[O:3].[C:6]([NH:11][CH2:12][CH2:13][C:14]1[S:15][CH:16]=[CH:17][CH:18]=1)(=[O:10])[CH2:7][CH2:8][CH3:9]>>[C:6]([NH:11][CH2:12][CH2:13][C:14]1[S:15][C:16]([S:2]([Cl:1])(=[O:5])=[O:3])=[CH:17][CH:18]=1)(=[O:10])[CH2:7][CH2:8][CH3:9]. Reported procedure: 6.6 ml (0.100 mol) of chlorosulphonic acid are cooled in an ice bath to 4°C whilst stirring, and 3.35 g (0.017 mol) of 2-(2-butyramido-ethyl)-thiophene are then added over the course of 15 minutes in such a way that the reaction temperature does not rise above 8°C. The ice bath is then removed and the reaction mixture is stirred for 30 minutes at 28°-30°C and then poured, whilst stirring, onto 100 g of ice under which there is a layer of 50 ml of methylene chloride. The methylene chloride phase ... The reactants are ClC1=CC=C(C=C1)C=1C=C(NC1)C(=O)NC1=CC(=C(C=C1)OCC(N1CCCC1)=O)OC (4-(4-chlorophenyl)-N-(3-methoxy-4-(2-oxo-2-(pyrrolidin-1-yl)ethoxy)phenyl)-1H-pyrrole-2-carboxamide), BrCCBr (1,2-dibromoethane). Yields the product ClC1=CC=C(C=C1)C=1C=C2N(CCN(C2=O)C2=CC(=C(C=C2)OCC(N2CCCC2)=O)OC)C1 (7-(4-chlorophenyl)-2-(3-methoxy-4-(2-oxo-2-(pyrrolidin-1-yl)ethoxy)phenyl)-3,4-dihydropyrrolo[1,2-a]pyrazin-1(2H)-one). As a reaction SMILES: [Cl:1][C:2]1[CH:7]=[CH:6][C:5]([C:8]2[CH:9]=[C:10]([C:13]([NH:15][C:16]3[CH:21]=[CH:20][C:19]([O:22][CH2:23][C:24](=[O:30])[N:25]4[CH2:29][CH2:28][CH2:27][CH2:26]4)=[C:18]([O:31][CH3:32])[CH:17]=3)=[O:14])[NH:11][CH:12]=2)=[CH:4][CH:3]=1.Br[CH2:34][CH2:35]Br>>[Cl:1][C:2]1[CH:7]=[CH:6][C:5]([C:8]2[CH:9]=[C:10]3[C:13](=[O:14])[N:15]([C:16]4[CH:21]=[CH:20][C:19]([O:22][CH2:23][C:24](=[O:30])[N:25]5[CH2:26][CH2:27][CH2:28][CH2:29]5)=[C:18]([O:31][CH3:32])[CH:17]=4)[CH2:35][CH2:34][N:11]3[CH:12]=2)=[CH:4][CH:3]=1. Procedure: Following the procedure described in Example 1 step D, 4-(4-chlorophenyl)-N-(3-methoxy-4-(2-oxo-2-(pyrrolidin-1-yl)ethoxy)phenyl)-1H-pyrrole-2-carboxamide (11 mg) was alkylated with 1,2-dibromoethane to yield 9.2 mg of the title compound. MS (ESI) 480 (M+H)+.